Dataset: the Open Reaction Database (ORD), a public repository of structured organic reaction records. Task: describe an organic reaction: reactants, conditions, products, and yield Reactants: COc1ccc(CN(Cc2ccc(OC)cc2)c2ccc(Br)nc2)cc1, [Li]CCCC, CC(C)[Mg+], [Cl-], [Cl-], [Cl-], Clc1nc(N2CCOCC2)nc2c1CCN2c1ccncc1, C1CCOC1, O, [Zn+2]. Product: COc1ccc(CN(Cc2ccc(OC)cc2)c2ccc(-c3nc(N4CCOCC4)nc4c3CCN4c3ccncc3)nc2)cc1. RXN SMILES: [Br:11][c:12]1[cH:13][cH:14][c:15]([N:18]([CH2:19][c:20]2[cH:21][cH:22][c:23]([O:26][CH3:27])[cH:24][cH:25]2)[CH2:28][c:29]2[cH:30][cH:31][c:32]([O:35][CH3:36])[cH:33][cH:34]2)[cH:16][n:17]1.[CH2:1]([Li:2])[CH2:3][CH2:4][CH3:5].[CH:7]([Mg+:8])([CH3:9])[CH3:10].[Cl-:64].[Cl-:66].[Cl-:6].[Cl:37][c:38]1[c:39]2[c:40]([n:41][c:42]([N:44]3[CH2:45][CH2:46][O:47][CH2:48][CH2:49]3)[n:43]1)[N:50]([c:53]1[cH:54][cH:55][n:56][cH:57][cH:58]1)[CH2:51][CH2:52]2.[O:59]1[CH2:60][CH2:61][CH2:62][CH2:63]1.[OH2:67].[Zn+2:65]>>[c:12]1(-[c:38]2[c:39]3[c:40]([n:41][c:42]([N:44]4[CH2:45][CH2:46][O:47][CH2:48][CH2:49]4)[n:43]2)[N:50]([c:53]2[cH:54][cH:55][n:56][cH:57][cH:58]2)[CH2:51][CH2:52]3)[cH:13][cH:14][c:15]([N:18]([CH2:19][c:20]2[cH:21][cH:22][c:23]([O:26][CH3:27])[cH:24][cH:25]2)[CH2:28][c:29]2[cH:30][cH:31][c:32]([O:35][CH3:36])[cH:33][cH:34]2)[cH:16][n:17]1. Starting materials: O=C([O-])[O-], C1CCOC1, Clc1nc(Cl)nc(Cl)n1, Nc1ccc(F)c(C(F)(F)F)c1, [K+], [K+], O. The product is Fc1ccc(Nc2nc(Cl)nc(Cl)n2)cc1C(F)(F)F. As a reaction SMILES: [C:1](=[O:2])([O-:3])[O-:4].[CH2:28]1[O:29][CH2:30][CH2:31][CH2:32]1.[Cl:7][c:8]1[n:9][c:10]([Cl:11])[n:12][c:13]([Cl:14])[n:15]1.[F:16][C:17]([c:18]1[cH:19][c:20]([NH2:21])[cH:22][cH:23][c:24]1[F:25])([F:26])[F:27].[K+:5].[K+:6].[OH2:33]>>[c:8]1([NH:21][c:20]2[cH:19][c:18]([C:17]([F:16])([F:26])[F:27])[c:24]([F:25])[cH:23][cH:22]2)[n:9][c:10]([Cl:11])[n:12][c:13]([Cl:14])[n:15]1. Reactants: FC1=C(C=C2C=CC=NC2=C1)CC1=CN=C2N1N=C(C=C2)C=2C=NNC2 (7-fluoro-6-[6-(1H-pyrazol-4-yl)-imidazo[1,2-b]pyridazin-3-ylmethyl]-quinoline), Cl.ClCCN1CCCC1 (1-(2-chlorethyl)pyrrolidine hydrochloride), C(=O)([O-])[O-].[Cs+].[Cs+] (Cs2CO3). Solvent: CN(C)C=O (DMF), CCOC(=O)C (EtOAc). Reaction conditions: temperature 95 celsius, time 18 hour. The product is FC1=C(C=C2C=CC=NC2=C1)CC1=CN=C2N1N=C(C=C2)C=2C=NN(C2)CCN2CCCC2 (7-Fluoro-6-{6-[1-(2-pyrrolidin-1-yl-ethyl)-1H-pyrazol-4-yl]-imidazo[1,2-b]pyridazin-3-ylmethyl}-quinoline). As a reaction SMILES: [F:1][C:2]1[CH:11]=[C:10]2[C:5]([CH:6]=[CH:7][CH:8]=[N:9]2)=[CH:4][C:3]=1[CH2:12][C:13]1[N:17]2[N:18]=[C:19]([C:22]3[CH:23]=[N:24][NH:25][CH:26]=3)[CH:20]=[CH:21][C:16]2=[N:15][CH:14]=1.Cl.Cl[CH2:29][CH2:30][N:31]1[CH2:35][CH2:34][CH2:33][CH2:32]1.C([O-])([O-])=O.[Cs+].[Cs+]>CN(C=O)C.CCOC(C)=O>[F:1][C:2]1[CH:11]=[C:10]2[C:5]([CH:6]=[CH:7][CH:8]=[N:9]2)=[CH:4][C:3]=1[CH2:12][C:13]1[N:17]2[N:18]=[C:19]([C:22]3[CH:23]=[N:24][N:25]([CH2:29][CH2:30][N:31]4[CH2:35][CH2:34][CH2:33][CH2:32]4)[CH:26]=3)[CH:20]=[CH:21][C:16]2=[N:15][CH:14]=1 |f:1.2,3.4.5|. Procedure: A mixture of 7-fluoro-6-[6-(1H-pyrazol-4-yl)-imidazo[1,2-b]pyridazin-3-ylmethyl]-quinoline (Example 251, 50 mg, 0.145 mmol), 1-(2-chlorethyl)pyrrolidine hydrochloride (25 mg, 0.145 mmol) and Cs2CO3 (99 mg, 0.305 mmol) in DMF (1 mL) was stirred at 95° C. for 18 h. The mixture was diluted with EtOAc and washed with NaHCO3 and brine. The organic layer was dried over Na2SO4, filtered and concentrated. The residue was purified by flash chromatography (CombiFlash® Companion System®, with a 4 g RediSep...